This data is from the Open Reaction Database (ORD), a public repository of structured organic reaction records. The task is: describe an organic reaction: reactants, conditions, products, and yield Conditions: time 3 hour. Solvent: C(Cl)Cl (CH2Cl2), C(Cl)Cl (CH2Cl2). The product is BrC1=C(C=C(C=C1)C(O)(C=1N=CN(C1)C(C1=CC=CC=C1)(C1=CC=CC=C1)C1=CC=CC=C1)C1=CC=C(C=C1)Cl)F ((4-Bromo-3-fluoro-phenyl)-(4-chloro-phenyl)-(1-trityl-1H-imidazol-4-yl)-methanol). Starting materials: BrC1=C(C=C(C=C1)C(=O)C1=CC=C(C=C1)Cl)F ((4-bromo-3-fluoro-phenyl)-(4-chloro-phenyl)-methanone), solution, C(C)[Mg]Br (ethylmagnesium bromide), IC=1N=CN(C1)C(C1=CC=CC=C1)(C1=CC=CC=C1)C1=CC=CC=C1 (4-Iodo-1-trityl-1H-imidazole). Reaction SMILES: I[C:2]1[N:3]=[CH:4][N:5]([C:7]([C:20]2[CH:25]=[CH:24][CH:23]=[CH:22][CH:21]=2)([C:14]2[CH:19]=[CH:18][CH:17]=[CH:16][CH:15]=2)[C:8]2[CH:13]=[CH:12][CH:11]=[CH:10][CH:9]=2)[CH:6]=1.C([Mg]Br)C.[Br:30][C:31]1[CH:36]=[CH:35][C:34]([C:37]([C:39]2[CH:44]=[CH:43][C:42]([Cl:45])=[CH:41][CH:40]=2)=[O:38])=[CH:33][C:32]=1[F:46]>C(Cl)Cl>[Br:30][C:31]1[CH:36]=[CH:35][C:34]([C:37]([C:39]2[CH:44]=[CH:43][C:42]([Cl:45])=[CH:41][CH:40]=2)([C:2]2[N:3]=[CH:4][N:5]([C:7]([C:20]3[CH:25]=[CH:24][CH:23]=[CH:22][CH:21]=3)([C:14]3[CH:15]=[CH:16][CH:17]=[CH:18][CH:19]=3)[C:8]3[CH:13]=[CH:12][CH:11]=[CH:10][CH:9]=3)[CH:6]=2)[OH:38])=[CH:33][C:32]=1[F:46]. Procedure details: 4-Iodo-1-trityl-1H-imidazole (1.39 g, 3.18 mmol) was dissolved in anhydrous CH2Cl2 (10 mL). To this solution was added a 3.0M solution of ethylmagnesium bromide (1.11 mL, 3.34 mmol) and stirred under Ar. After 3 hr, a solution of (4-bromo-3-fluoro-phenyl)-(4-chloro-phenyl)-methanone (1.00 g, 3.18 mmol) dissolved in CH2Cl2 (5 mL) was added dropwise and the resulting solution was stirred overnight. The reaction was quenched with satd. NH4Cl solution, diluted with satd. NaHCO3 solution to pH=8.5, a... Reactants: COc1cc(C(=O)Cl)cc(OC)c1OC, Nc1ccc(Cl)cc1C(=O)O, C1CCOC1, c1ccncc1. Yields the product COc1cc(C(=O)Nc2ccc(Cl)cc2C(=O)O)cc(OC)c1OC. RXN SMILES: [CH3:12][O:13][c:14]1[cH:15][c:16]([C:17](=[O:18])[Cl:19])[cH:20][c:21]([O:25][CH3:26])[c:22]1[O:23][CH3:24].[Cl:1][c:2]1[cH:3][cH:4][c:5]([NH2:11])[c:6]([C:7](=[O:8])[OH:9])[cH:10]1.[O:33]1[CH2:34][CH2:35][CH2:36][CH2:37]1.[cH:27]1[cH:28][cH:29][n:30][cH:31][cH:32]1>>[Cl:1][c:2]1[cH:3][cH:4][c:5]([NH:11][C:17]([c:16]2[cH:15][c:14]([O:13][CH3:12])[c:22]([O:23][CH3:24])[c:21]([O:25][CH3:26])[cH:20]2)=[O:18])[c:6]([C:7](=[O:8])[OH:9])[cH:10]1. Reagents/catalysts: [Cl-].C(C1=CC=CC=C1)[N+](CC)(CC)CC (benzyltriethylammonium chloride). The product is C1=CC=CC=2C3=CC=CC=C3N(C12)CCOCCO (2-(2-Carbazol-9-yl-ethoxy)-ethanol). Starting materials: C1=CC=CC=2C3=CC=CC=C3NC12 (carbazole), [Na+].[I-] (NaI), ClCCOCCOC1OCCCC1 (2-[2-(2-chloroethoxy)-ethoxy]-tetrahydropyran), [OH-].[Na+] (NaOH). Run in C1=CC=CC=C1 (benzene). As a reaction SMILES: [OH-].[Na+].[CH:3]1[C:15]2[NH:14][C:13]3[C:8](=[CH:9][CH:10]=[CH:11][CH:12]=3)[C:7]=2[CH:6]=[CH:5][CH:4]=1.[Na+].[I-].Cl[CH2:19][CH2:20][O:21][CH2:22][CH2:23][O:24]C1CCCCO1>[Cl-].C([N+](CC)(CC)CC)C1C=CC=CC=1.C1C=CC=CC=1>[CH:12]1[C:13]2[N:14]([CH2:19][CH2:20][O:21][CH2:22][CH2:23][OH:24])[C:15]3[C:7](=[CH:6][CH:5]=[CH:4][CH:3]=3)[C:8]=2[CH:9]=[CH:10][CH:11]=1 |f:0.1,3.4,6.7|. Procedure details: To a flask containing 100 ml benzene, 100 ml 50% NaOH, was added carbazole (2) (20 g, 0.12 mmol), 4 g benzyltriethylammonium chloride (TEBA), 1 g of NaI and 2-[2-(2-chloroethoxy)-ethoxy]-tetrahydropyran (3) (38 g, 0.12 mmol) under N2. The mixture was refluxed for 6 h. Starting materials: C(C1=CC=CC=C1)OC(=O)N1CC(C(CC1)OCC(=O)OC(C)(C)C)C (N-benzyloxycarbonyl-4-tert-butoxycarbonylmethyloxy-3-methylpiperidine), FC(C(=O)O)(F)F (trifluoroacetic acid). The solvent is C(Cl)Cl (methylene chloride). Reaction conditions: time 8 hour. Yields the product C(C1=CC=CC=C1)OC(=O)N1CC(C(CC1)OC=C=O)C (N-benzyloxycarbonyl-4-carbonylmethyloxy-3-methylpiperidine). RXN SMILES: [CH2:1]([O:8][C:9]([N:11]1[CH2:16][CH2:15][CH:14]([O:17][CH2:18][C:19](OC(C)(C)C)=[O:20])[CH:13]([CH3:26])[CH2:12]1)=[O:10])[C:2]1[CH:7]=[CH:6][CH:5]=[CH:4][CH:3]=1.FC(F)(F)C(O)=O>C(Cl)Cl>[CH2:1]([O:8][C:9]([N:11]1[CH2:16][CH2:15][CH:14]([O:17][CH:18]=[C:19]=[O:20])[CH:13]([CH3:26])[CH2:12]1)=[O:10])[C:2]1[CH:3]=[CH:4][CH:5]=[CH:6][CH:7]=1. Procedure details: 1.59 g of N-benzyloxycarbonyl-4-tert-butoxycarbonylmethyloxy-3-methylpiperidine was dissolved in 20 ml of methylene chloride, and 5 ml of trifluoroacetic acid was added to the solution. The solution was stirred overnight at room temperature, and the resulting solution was concentrated under reduced pressure to obtain N-benzyloxycarbonyl-4-carbonylmethyloxy-3-methylpiperidine, which was an oily product with no color. The concentrate was dissolved in 40 ml of DMF, and 1.93 g of BOP reagent, 1.09 g... Reactants: CN(C1CCCN(C2=C1C=CC=C2)C(C2=C(C=C(C=C2)N)C)=O)C (5-dimethylamino-1-(2-methyl-4-aminobenzoyl)-2,3,4,5-tetrahydro-1H-benzazepine). Run in CO.C(C)OCC (methanol diethyl ether). The product is CN(C1CCCN(C2=C1C=CC=C2)C(C2=C(C=C(C=C2)NC(C2=C(C=CC=C2)C)=O)C)=O)C (5-dimethylamino-1-[2-methyl-4-(2-methylbenzoylamino)benzoyl]-2,3,4,5-tetrahydro-1H-benzazepine). Isolated yield 70.3%. RXN SMILES: [CH3:1][N:2]([CH3:24])[CH:3]1[C:9]2[CH:10]=[CH:11][CH:12]=[CH:13][C:8]=2[N:7]([C:14](=[O:23])[C:15]2[CH:20]=[CH:19][C:18]([NH2:21])=[CH:17][C:16]=2[CH3:22])[CH2:6][CH2:5][CH2:4]1>CO.C(OCC)C>[CH3:24][N:2]([CH3:1])[CH:3]1[C:9]2[CH:10]=[CH:11][CH:12]=[CH:13][C:8]=2[N:7]([C:14](=[O:23])[C:15]2[CH:20]=[CH:19][C:18]([NH:21][C:14](=[O:23])[C:15]3[CH:20]=[CH:19][CH:18]=[CH:17][C:16]=3[CH3:22])=[CH:17][C:16]=2[CH3:22])[CH2:6][CH2:5][CH2:4]1 |f:1.2|. Reported procedure: Using 5-dimethylamino-1-(2-methyl-4-aminobenzoyl)-2,3,4,5-tetrahydro-1H-benzazepine (G) (1.00 g), 5-dimethylamino-1-[2-methyl-4-(2-methylbenzoylamino)benzoyl]-2,3,4,5-tetrahydro-1H-benzazepine (0.48 g) is obtained in the same manner as in Example 978 except that methanol/diethyl ether is used instead of ethyl acetate as recrystallization solvent, as white powder, m.p. 183°-185° C. The reactants are NCl (Chloramine), CC(C)([O-])C.[K+] (Potassium tert-Butoxide), NCl (Chloramine), C(C1=CC=CC=C1)(=O)N=C=S (Benzoyl isothiocyanate), CC1=C(C=C(C=C1)S(=O)(=O)N(C)C)C1=CC=C2C=NC(=NN21)NC2=CC=C(C=C2)N2CCN(CC2)C (4,N,N-Trimethyl-3-{2-[4-(4-methyl-piperazin-1-yl)-phenylamino]-pyrrolo[2,1-f][1,2,4]triazin-7-yl}-benzenesulfonamide), COC(=O)C=1NC=C(C1)Br (4-Bromo-1H-pyrrole-2-carboxylic acid methyl ester), [O-]S(=O)(=S)[O-].[Na+].[Na+] (Na2S2O3). Solvent: CCOCC (Ether), O1CCCC1 (Tetrahydrofuran), O1CCCC1 (Tetrahydrofuran), O1CCCC1 (Tetrahydrofuran). Run at time 20 minute. Product: COC(=O)C=1N(C=C(C1)Br)NC(=S)NC(C1=CC=CC=C1)=O (1-(3-Benzoyl-thioureido)-4-bromo-1H-pyrrole-2-carboxylic acid methyl ester). RXN SMILES: NCl.CC1C=CC(S([N:13](C)C)(=O)=O)=CC=1C1N2C(C=NC(NC3C=CC(N4CCN(C)CC4)=CC=3)=N2)=CC=1.[CH3:39][O:40][C:41]([C:43]1[NH:44][CH:45]=[C:46]([Br:48])[CH:47]=1)=[O:42].CC(C)([O-])C.[K+].[O-]S([O-])(=S)=O.[Na+].[Na+].[C:62]([N:70]=[C:71]=[S:72])(=[O:69])[C:63]1[CH:68]=[CH:67][CH:66]=[CH:65][CH:64]=1>CCOCC.O1CCCC1>[CH3:39][O:40][C:41]([C:43]1[N:44]([NH:13][C:71]([NH:70][C:62](=[O:69])[C:63]2[CH:68]=[CH:67][CH:66]=[CH:65][CH:64]=2)=[S:72])[CH:45]=[C:46]([Br:48])[CH:47]=1)=[O:42] |f:3.4,5.6.7|. Reported procedure: Chloramine was made according to J. Org. Chem., Vol 69 (4), 1368-1371. Into 4 L Erlenmyer flask, 4-Bromo-1H-pyrrole-2-carboxylic acid methyl ester (30.0 g, 0.147 mol) and Tetrahydrofuran (800 mL, 9 mol) were added and stirred at RT for 20 minutes under an atmosphere of Nitrogen. 1.00 M of Potassium tert-Butoxide in Tetrahydrofuran (379 mL, 0.379 mol) was added and stirred for 30 minutes at room temperature. 0.15 M of Chloramine in Ether (1570 mL) was added to the reaction mixture at 10° C. over ... Starting materials: CC(=O)O, CC(=O)O[BH-](OC(C)=O)OC(C)=O, COC(=O)c1ccc2c(C3CCCCC3)c3n(c2c1)CC(=O)COc1ccccc1-3, ClCCCl, ClCCl, NCCN1CCCC1, [Na+], [Na+], O=C([O-])O. Product: COC(=O)c1ccc2c(C3CCCCC3)c3n(c2c1)CC(NCCN1CCCC1)COc1ccccc1-3. RXN SMILES: [C:39]([OH:40])(=[O:41])[CH3:42].[C:43]([O:44][BH-:45]([O:46][C:47](=[O:48])[CH3:49])[O:50][C:51](=[O:52])[CH3:53])(=[O:54])[CH3:55].[CH:1]1([c:7]2[c:8]3[cH:9][cH:10][c:11]([C:27](=[O:28])[O:29][CH3:30])[cH:12][c:13]3[n:14]3[c:21]2-[c:20]2[c:19]([cH:25][cH:24][cH:23][cH:22]2)[O:18][CH2:17][C:16](=[O:26])[CH2:15]3)[CH2:2][CH2:3][CH2:4][CH2:5][CH2:6]1.[Cl:62][CH2:63][CH2:64][Cl:65].[Cl:66][CH2:67][Cl:68].[N:31]1([CH2:36][CH2:37][NH2:38])[CH2:32][CH2:33][CH2:34][CH2:35]1.[Na+:56].[Na+:61].[O-:57][C:58]([OH:59])=[O:60]>>[CH:1]1([c:7]2[c:8]3[cH:9][cH:10][c:11]([C:27](=[O:28])[O:29][CH3:30])[cH:12][c:13]3[n:14]3[c:21]2-[c:20]2[c:19]([cH:25][cH:24][cH:23][cH:22]2)[O:18][CH2:17][CH:16]([NH:38][CH2:37][CH2:36][N:31]2[CH2:32][CH2:33][CH2:34][CH2:35]2)[CH2:15]3)[CH2:2][CH2:3][CH2:4][CH2:5][CH2:6]1.